This data is from the Open Reaction Database (ORD), a public repository of structured organic reaction records. The task is: describe an organic reaction: reactants, conditions, products, and yield Starting materials: CC1=CC=C(C=C1)S(=O)(=O)OCC1OC2=C(C1)C(=CC=C2)Br ((±)-(4-bromo-2,3-dihydro-1-benzofuran-2-yl)methyl 4-methylbenzenesulfonate), Intermediate 37, FC(C1=C(C=CC=C1)B(O)O)(F)F (2-(trifluoromethyl)phenylboronic acid), C([O-])([O-])=O.[K+].[K+] (potassium carbonate). Reagents/catalysts: CC1=C([P](C2=C(C)C=CC=C2)([Pd]([P](C3=C(C)C=CC=C3)(C4=C(C)C=CC=C4)C(C=CC=C5)=C5C)(Cl)Cl)C6=C(C)C=CC=C6)C=CC=C1 (dichlorobis(tri-o-tolylphosphine)-palladium(II)). The product is CC1=CC=C(C=C1)S(=O)(=O)OCC1OC2=C(C1)C(=CC=C2)C2=C(C=CC=C2)C(F)(F)F ((±)-{4-[2-(trifluoromethyl)phenyl]-2,3-dihydro-1-benzofuran-2-yl}methyl 4-methylbenzenesulfonate). The yield is 76.9%. As a reaction SMILES: [CH3:1][C:2]1[CH:7]=[CH:6][C:5]([S:8]([O:11][CH2:12][CH:13]2[CH2:17][C:16]3[C:18](Br)=[CH:19][CH:20]=[CH:21][C:15]=3[O:14]2)(=[O:10])=[O:9])=[CH:4][CH:3]=1.[F:23][C:24]([F:35])([F:34])[C:25]1[CH:30]=[CH:29][CH:28]=[CH:27][C:26]=1B(O)O.C(=O)([O-])[O-].[K+].[K+]>CC1C=CC=CC=1[P](C1C=CC=CC=1C)([Pd](Cl)(Cl)[P](C1=C(C)C=CC=C1)(C1C=CC=CC=1C)C1C=CC=CC=1C)C1C=CC=CC=1C>[CH3:1][C:2]1[CH:7]=[CH:6][C:5]([S:8]([O:11][CH2:12][CH:13]2[CH2:17][C:16]3[C:18]([C:26]4[CH:27]=[CH:28][CH:29]=[CH:30][C:25]=4[C:24]([F:35])([F:34])[F:23])=[CH:19][CH:20]=[CH:21][C:15]=3[O:14]2)(=[O:10])=[O:9])=[CH:4][CH:3]=1 |f:2.3.4,^1:48,59|. Procedure: Treatment of (±)-(4-bromo-2,3-dihydro-1-benzofuran-2-yl)methyl 4-methylbenzenesulfonate (5.0 g, 13.05 mmol) with 2-(trifluoromethyl)phenylboronic acid (3.72 g, 17.57 mmol), dichlorobis(tri-o-tolylphosphine)-palladium(II) (0.512 g, 0.652 mmol), and potassium carbonate (4.5 g, 32.62 mmol) generally according to the procedure described for Intermediate 37 provided 4.5 g (77%) of (±)-{4-[2-(trifluoromethyl)phenyl]-2,3-dihydro-1-benzofuran-2-yl}methyl 4-methylbenzenesulfonate as a yellow oil. Treatme...